Dataset: the Open Reaction Database (ORD), a public repository of structured organic reaction records. Task: describe an organic reaction: reactants, conditions, products, and yield Reactants: C(C)(=O)O[C@@H]1C(OC2=C([C@H]1N1C(N(CC1)C)=NC#N)C=C(C=C2)C#N)(C)C (trans-3-acetoxy-4-(2-cyanoimino-3-methylimidazolidin-1-yl)-3,4-dihydro-2,2-dimethyl-2H-1-benzopyran-6-carbonitrile), N12CCCCCC2=NCCC1 (1,8-diazabicyclo[5.4.0]undec-7-ene). The solvent is C1(=CC=CC=C1)C (toluene). Conditions: temperature 100 celsius, time 40 minute. Yields the product C(#N)N=C1N(CCN1C)C1=CC(OC2=C1C=C(C=C2)C#N)(C)C (4-(2-cyanoimino-3-methylimidazolidin-1-yl)-2,2-dimethyl-2H-1-benzopyran-6-carbonitrile). Isolated yield 71.7%. RXN SMILES: C(O[C@H:5]1[C@H:10]([N:11]2[CH2:15][CH2:14][N:13]([CH3:16])[C:12]2=[N:17][C:18]#[N:19])[C:9]2[CH:20]=[C:21]([C:24]#[N:25])[CH:22]=[CH:23][C:8]=2[O:7][C:6]1([CH3:27])[CH3:26])(=O)C.N12CCCN=C1CCCCC2>C1(C)C=CC=CC=1>[C:18]([N:17]=[C:12]1[N:13]([CH3:16])[CH2:14][CH2:15][N:11]1[C:10]1[C:9]2[CH:20]=[C:21]([C:24]#[N:25])[CH:22]=[CH:23][C:8]=2[O:7][C:6]([CH3:27])([CH3:26])[CH:5]=1)#[N:19]. Procedure details: To a suspension of trans-3-acetoxy-4-(2-cyanoimino-3-methylimidazolidin-1-yl)-3,4-dihydro-2,2-dimethyl-2H-1-benzopyran-6-carbonitrile (0.45 g) in toluene (9 ml) was added 1,8-diazabicyclo[5.4.0]undec-7-ene (0.23 ml), and the reaction mixture was stirred at 100° C. for 2 hours and 40 minutes. The solvent was removed under reduced pressure. The residue was poured into water (30 ml) and then extracted with ethyl acetate (45 ml). The organic layer was washed with brine (30 ml), dried over magnesium ... The reactants are C(OC(C)(C)C)(OC(C)(C)C)=O (di-t-butyl carbonate), BrCC(=O)C1=CC=C(C=C1)N1CCOCC1 (2-Bromo-1-(4-morpholin-4-ylphenyl)ethanone), solution, CN (methylamine). Solvent: C1CCOC1 (THF), C1CCOC1 (THF). Reaction conditions: time 1 hour. The product is O=C(CN(C(OC(C)(C)C)=O)C)C1=CC=C(C=C1)N1CCOCC1 (tert-Butyl 2-oxo-2-(4-morpholin-4-ylphenyl)ethyl(methyl)carbamate). Isolated yield 38.0%. RXN SMILES: Br[CH2:2][C:3]([C:5]1[CH:10]=[CH:9][C:8]([N:11]2[CH2:16][CH2:15][O:14][CH2:13][CH2:12]2)=[CH:7][CH:6]=1)=[O:4].[CH3:17][NH2:18].[C:19](=[O:30])(OC(C)(C)C)[O:20][C:21]([CH3:24])([CH3:23])[CH3:22]>C1COCC1>[O:4]=[C:3]([C:5]1[CH:10]=[CH:9][C:8]([N:11]2[CH2:16][CH2:15][O:14][CH2:13][CH2:12]2)=[CH:7][CH:6]=1)[CH2:2][N:18]([CH3:17])[C:19](=[O:30])[O:20][C:21]([CH3:24])([CH3:23])[CH3:22]. Procedure: 2-Bromo-1-(4-morpholin-4-ylphenyl)ethanone (Tetrahedron Letters; 39, (1998), 4987-4990)(3.40 g, 11.97 mmol) was dissolved in dry THF (30 ml) under N2 and cooled in ice. A 2M solution of methylamine in THF (12 ml, 24 mmol) was added and the reaction stirred for 1 hr. The mixture was filtered and the filtrate treated with di-t-butyl carbonate (2.61 g, 12 mmol) at ice temperature. Stirring was continued for 24 hr then the solvent evaporated. Chromatography of the residue over silica gel (500 g) elu... Reactants: CCOC(=O)/N=N/C(=O)OCC (DEAD), FC1=C2C=C(NC2=CC=C1OC1=CN=NC2=CC(=C(C=C12)OC)O)C (4-(4-fluoro-2-methylindol-5-yloxy)-7-hydroxy-6-methoxycinnoline), BrCCCO (3-bromopropan-1-ol), C1(=CC=CC=C1)P(C1=CC=CC=C1)C1=CC=CC=C1 (triphenylphosphine). Run in CN(C)C=O (DMF). Conditions: time 1 hour. Product: BrCCCOC1=C(C=C2C(=CN=NC2=C1)OC=1C(=C2C=C(NC2=CC1)C)F)OC (7-(3-bromopropoxy)-4-(4-fluoro-2-methylindol-5-yloxy)-6-methoxycinnoline). The yield is 88.7%. Reaction SMILES: CCOC(/N=N/C(OCC)=O)=O.[F:13][C:14]1[C:22]([O:23][C:24]2[C:33]3[C:28](=[CH:29][C:30]([OH:36])=[C:31]([O:34][CH3:35])[CH:32]=3)[N:27]=[N:26][CH:25]=2)=[CH:21][CH:20]=[C:19]2[C:15]=1[CH:16]=[C:17]([CH3:37])[NH:18]2.[Br:38][CH2:39][CH2:40][CH2:41]O.C1(P(C2C=CC=CC=2)C2C=CC=CC=2)C=CC=CC=1>CN(C=O)C>[Br:38][CH2:39][CH2:40][CH2:41][O:36][C:30]1[CH:29]=[C:28]2[C:33]([C:24]([O:23][C:22]3[C:14]([F:13])=[C:15]4[C:19](=[CH:20][CH:21]=3)[NH:18][C:17]([CH3:37])=[CH:16]4)=[CH:25][N:26]=[N:27]2)=[CH:32][C:31]=1[O:34][CH3:35]. Reported procedure: DEAD (0.47 ml, 2.95 mmol) was added dropwise to a solution of 4-(4-fluoro-2-methylindol-5-yloxy)-7-hydroxy-6-methoxycinnoline (0.5 g, 1.47 mmol), (prepared as described in Example 4), 3-bromopropan-1-ol (0.2 ml, 2.21 mmol) and triphenylphosphine (0.78 g, 2.95 mmol) in DMF (10 ml). The mixture was stirred for 1 hour at ambient temperature and the volatiles were removed under vacuum. The residue was purified by column chromatography eluting with ethyl acetate/methylene chloride (1/1). The fraction... Starting materials: C(C1=CC=CC=C1)O[C@H]1[C@]2(O[C@@H]([C@H]([C@@H]1OCC1=CC=CC=C1)OCC1=CC=CC=C1)COCC1=CC=CC=C1)CC(OC1=CC(=C(C=C12)CC1=CC=C(C=C1)CC)Cl)O ((2′S,3′R,4′S,5′R,6′R)-3′,4′,5′-tris(benzyloxy)-6′-(benzyloxymethyl)-7-chloro-6-(4-ethylbenzyl)-3′,4′,5′,6′-tetrahydrospiro[chroman-4,2′-pyran]-2-ol), C1(=CC=C(C=C1)S(=O)(=O)O)C (4-toluenesulfonic acid). Run in CO (MeOH), COC(OC)OC (trimethylorthoformate). Run at temperature 65 celsius. The product is C(C1=CC=CC=C1)O[C@H]1[C@]2(O[C@@H]([C@H]([C@@H]1OCC1=CC=CC=C1)OCC1=CC=CC=C1)COCC1=CC=CC=C1)CC(OC1=CC(=C(C=C12)CC1=CC=C(C=C1)CC)Cl)OC ((2′S,3′R,4′S,5′R,6′R)-3′,4′,5′-tris(benzyloxy)-6′-(benzyloxymethyl)-7-chloro-6-(4-ethylbenzyl)-2-methoxy-3′,4′,5′,6′-tetrahydrospiro[chroman-4,2′-pyran]). The yield is 104.3%. Reaction SMILES: [CH2:1]([O:8][C@@H:9]1[C@@H:14]([O:15][CH2:16][C:17]2[CH:22]=[CH:21][CH:20]=[CH:19][CH:18]=2)[C@H:13]([O:23][CH2:24][C:25]2[CH:30]=[CH:29][CH:28]=[CH:27][CH:26]=2)[C@@H:12]([CH2:31][O:32][CH2:33][C:34]2[CH:39]=[CH:38][CH:37]=[CH:36][CH:35]=2)[O:11][C@:10]21[C:48]1[C:43](=[CH:44][C:45]([Cl:58])=[C:46]([CH2:49][C:50]3[CH:55]=[CH:54][C:53]([CH2:56][CH3:57])=[CH:52][CH:51]=3)[CH:47]=1)[O:42][CH:41]([OH:59])[CH2:40]2)[C:2]1[CH:7]=[CH:6][CH:5]=[CH:4][CH:3]=1.[C:60]1(C)C=CC(S(O)(=O)=O)=CC=1>CO.COC(OC)OC>[CH2:1]([O:8][C@@H:9]1[C@@H:14]([O:15][CH2:16][C:17]2[CH:22]=[CH:21][CH:20]=[CH:19][CH:18]=2)[C@H:13]([O:23][CH2:24][C:25]2[CH:26]=[CH:27][CH:28]=[CH:29][CH:30]=2)[C@@H:12]([CH2:31][O:32][CH2:33][C:34]2[CH:39]=[CH:38][CH:37]=[CH:36][CH:35]=2)[O:11][C@:10]21[C:48]1[C:43](=[CH:44][C:45]([Cl:58])=[C:46]([CH2:49][C:50]3[CH:55]=[CH:54][C:53]([CH2:56][CH3:57])=[CH:52][CH:51]=3)[CH:47]=1)[O:42][CH:41]([O:59][CH3:60])[CH2:40]2)[C:2]1[CH:3]=[CH:4][CH:5]=[CH:6][CH:7]=1. Reported procedure: To a solution of 41 (85 mg, 105 μmol) in anhydrous MeOH (1 mL) and trimethylorthoformate (0.5 mL) was added 4-toluenesulfonic acid (15 mg). The mixture was heated in a closed vial at 65° C. for 2 h, cooled to rt, evaporated, loaded onto a preparatory TLC plate, and developed using 15% EtOAc in petroleum ether to yield 42 (75 mg, 91% yield) as two diastereomers. LCMS m/z 847 (M+Na). Starting materials: [BH4-], CCS(N)(=O)=O, Cc1ccccc1, CO, CC(C)[O-], CC(C)[O-], CC(C)[O-], CC(C)[O-], Cn1c(-c2cncc(C=O)c2)nc2ccc(Cl)cc21, [Na+], CN(C)C=O, O, [Ti+4]. Reaction SMILES: [BH4-:33].[CH2:20]([CH3:21])[S:22](=[O:23])(=[O:24])[NH2:25].[CH3:26][c:27]1[cH:28][cH:29][cH:30][cH:31][cH:32]1.[CH3:35][OH:36].[CH3:37][CH:38]([CH3:39])[O-:40].[CH3:42][CH:43]([CH3:44])[O-:45].[CH3:46][CH:47]([CH3:48])[O-:49].[CH3:50][CH:51]([CH3:52])[O-:53].[Cl:1][c:2]1[cH:3][cH:4][c:5]2[c:6]([n:7]([CH3:18])[c:8](-[c:10]3[cH:11][n:12][cH:13][c:14]([CH:15]=[O:16])[cH:17]3)[n:9]2)[cH:19]1.[Na+:34].[O:54]=[CH:55][N:56]([CH3:57])[CH3:58].[OH2:59].[Ti+4:41]>>[Cl:1][c:2]1[cH:3][cH:4][c:5]2[c:6]([n:7]([CH3:18])[c:8](-[c:10]3[cH:11][n:12][cH:13][c:14]([CH2:15][NH:25][S:22]([CH2:20][CH3:21])(=[O:23])=[O:24])[cH:17]3)[n:9]2)[cH:19]1. The product is CCS(=O)(=O)NCc1cncc(-c2nc3ccc(Cl)cc3n2C)c1.